Dataset: the Open Reaction Database (ORD), a public repository of structured organic reaction records. Task: describe an organic reaction: reactants, conditions, products, and yield Reactants: C(#N)NC(=NC)NCCNCC=1N=CNC1CC1=CC=CC=C1 (N-cyano-N'-[2-((5-benzyl-4-imidazolyl)methylamino)ethyl]-N"-methylguanidine), (5-bromo-4-imidazolyl)methylamine ethyl, CNC(=N)N (methylguanidine). The product is C(#N)NC(=NC)NCCNCC=1N=CNC1C(C)C (N-cyano-N'-[2-((5-isopropyl-4-imidazolyl)methylamino) ethyl]-N"-methylguanidine). As a reaction SMILES: [C:1]([NH:3][C:4]([NH:7][CH2:8][CH2:9][NH:10][CH2:11][C:12]1[N:13]=[CH:14][NH:15][C:16]=1[CH2:17][C:18]1C=CC=CC=1)=[N:5][CH3:6])#[N:2].[CH3:24]NC(N)=N>>[C:1]([NH:3][C:4]([NH:7][CH2:8][CH2:9][NH:10][CH2:11][C:12]1[N:13]=[CH:14][NH:15][C:16]=1[CH:17]([CH3:18])[CH3:24])=[N:5][CH3:6])#[N:2]. Procedure details: N-cyano-N'-[2-((5-benzyl-4-imidazolyl)methylamino)ethyl]-N"-methylguanidine p N-cyano-N'-[2-((5-bromo-4-imidazolyl)methylamine ethyl]-N"methylguanidine Reactants: CS(C)=O, NC1CCC(N)CC1, Fc1cccc(CNc2nc(-c3cc(F)ncc3Cl)ccc2F)c1. The product is NC1CCC(Nc2cc(-c3ccc(F)c(NCc4cccc(F)c4)n3)c(Cl)cn2)CC1. Reaction SMILES: [CH3:33][S:34]([CH3:35])=[O:36].[CH:25]1([NH2:32])[CH2:26][CH2:27][CH:28]([NH2:31])[CH2:29][CH2:30]1.[Cl:1][c:2]1[c:3](-[c:9]2[n:10][c:11]([NH:16][CH2:17][c:18]3[cH:19][c:20]([F:24])[cH:21][cH:22][cH:23]3)[c:12]([F:15])[cH:13][cH:14]2)[cH:4][c:5]([F:8])[n:6][cH:7]1>>[Cl:1][c:2]1[c:3](-[c:9]2[n:10][c:11]([NH:16][CH2:17][c:18]3[cH:19][c:20]([F:24])[cH:21][cH:22][cH:23]3)[c:12]([F:15])[cH:13][cH:14]2)[cH:4][c:5]([NH:32][CH:25]2[CH2:26][CH2:27][CH:28]([NH2:31])[CH2:29][CH2:30]2)[n:6][cH:7]1. Starting materials: ClC1=CC=2NC=3N(C(C2C=N1)=O)N=C(C3)C (6-Chloro-2-methylpyrazolo[1,5-a]pyrido[4,3-d]pyrimidin-9(4H)-one), C([O-])([O-])=O.[K+].[K+] (potassium carbonate), CI (methyl iodide). Solvent: CN(C=O)C (dimethylformamide). Reaction conditions: time 24 hour. Product: ClC1=CC=2N(C=3N(C(C2C=N1)=O)N=C(C3)C)C (6-Chloro-2,4-dimethylpyrazolo[1,5-a]pyrido[4,3-d]pyrimidin-9(4H)-one). RXN SMILES: [Cl:1][C:2]1[N:11]=[CH:10][C:9]2[C:8](=[O:12])[N:7]3[N:13]=[C:14]([CH3:16])[CH:15]=[C:6]3[NH:5][C:4]=2[CH:3]=1.[C:17](=O)([O-])[O-].[K+].[K+].CI>CN(C)C=O>[Cl:1][C:2]1[N:11]=[CH:10][C:9]2[C:8](=[O:12])[N:7]3[N:13]=[C:14]([CH3:16])[CH:15]=[C:6]3[N:5]([CH3:17])[C:4]=2[CH:3]=1 |f:1.2.3|. Reported procedure: 23.5 g. of 6-chloro-2-methylpyrazolo[1,5-a]pyrido[4,3-d]pyrimidin-9(4H)-one of Example 3 are suspended in 200 ml. of dimethylformamide. 20 g. of potassium carbonate and 16 g. of methyl iodide are added. The mixture is stirred at 80° for 24 hours. After this time, the mixture is cooled and the precipitate filtered off. The crystalline product, 6-chloro-2,4-dimethylpyrazolo[1,5-a]pyrido[4,3-d]pyrimidin-9(4H)-one is washed several times with water and then recrystallized from dimethylformamide, yie... Reactants: [N+](=O)([O-])C=1C=NN2C(NC=3C=CC=CC3C21)(C)C (1-nitro-5,5-dimethyl-5,6-dihydropyrazolo[1,5-c]quinazoline), [H][H] (hydrogen). The reagents and catalysts are [Pd] (palladium/carbon). Run in C(C)O (ethanol). Product: NC=1C=NN2C(NC=3C=CC=CC3C21)(C)C (1-amino-5,5-dimethyl-5,6-dihydropyrazolo[1,5-c]quinazoline). The yield is 75.3%. RXN SMILES: [N+:1]([C:4]1[CH:5]=[N:6][N:7]2[C:16]=1[C:15]1[CH:14]=[CH:13][CH:12]=[CH:11][C:10]=1[NH:9][C:8]2([CH3:18])[CH3:17])([O-])=O.[H][H]>C(O)C.[Pd]>[NH2:1][C:4]1[CH:5]=[N:6][N:7]2[C:16]=1[C:15]1[CH:14]=[CH:13][CH:12]=[CH:11][C:10]=1[NH:9][C:8]2([CH3:18])[CH3:17]. Procedure details: 3.8 g (0.015 mole) of 1-nitro-5,5-dimethyl-5,6-dihydropyrazolo[1,5-c]quinazoline is reduced with hydrogen in ethanol in the presence of palladium/carbon. When the hydrogen consumption ceases, the catalyst is removed and the solvent is evaporated. Thus, 2.42 g (76%) of 1-amino-5,5-dimethyl-5,6-dihydropyrazolo[1,5-c]quinazoline are obtained. M.p.: 181°-183° C. The hydrochloride can be precipitated by treating the free amine in ethanol with anhydrous hydrogen chloride dissolved in ethyl acetate. M.... Reactants: C1CCNCC1, CCO, O=C1Cc2c(cccc2-c2ccccc2F)N1, Cc1cc(C(=O)NCCn2ccnn2)c(C=O)[nH]1. Product: Cc1cc(C(=O)NCCn2ccnn2)c(C=C2C(=O)Nc3cccc(-c4ccccc4F)c32)[nH]1. Reaction SMILES: [CH2:36]1[CH2:37][CH2:38][NH:39][CH2:40][CH2:41]1.[CH3:42][CH2:43][OH:44].[F:1][c:2]1[c:3](-[c:8]2[c:9]3[c:13]([cH:14][cH:15][cH:16]2)[NH:12][C:11](=[O:17])[CH2:10]3)[cH:4][cH:5][cH:6][cH:7]1.[n:18]1([CH2:23][CH2:24][NH:25][C:26](=[O:27])[c:28]2[c:29]([CH:34]=[O:35])[nH:30][c:31]([CH3:33])[cH:32]2)[n:19][n:20][cH:21][cH:22]1>>[F:1][c:2]1[c:3](-[c:8]2[c:9]3[c:13]([cH:14][cH:15][cH:16]2)[NH:12][C:11](=[O:17])[C:10]3=[CH:34][c:29]2[c:28]([C:26]([NH:25][CH2:24][CH2:23][n:18]3[n:19][n:20][cH:21][cH:22]3)=[O:27])[cH:32][c:31]([CH3:33])[nH:30]2)[cH:4][cH:5][cH:6][cH:7]1. Yields the product CN(CCN1C(SCC1=O)=O)C (3-(2-(dimethylamino)ethyl)thiazolidine-2,4-dione). Reaction SMILES: Br[CH2:2][CH2:3][N:4]1[C:8](=[O:9])[CH2:7][S:6][C:5]1=[O:10].[CH3:11][NH:12][CH3:13].O>CN(C=O)C>[CH3:11][N:12]([CH3:13])[CH2:2][CH2:3][N:4]1[C:8](=[O:9])[CH2:7][S:6][C:5]1=[O:10]. Reported procedure: To a 35 ml seal tube, 3-(2-bromoethyl)thiazolidine-2,4-dione (1.5 g, 0.6.69 mmole) was taken in DMF (1 mL) under N2 atmosphere and dimethyl amine (2M solution in THF) (11 mL, 20.0 mmole) was added. The reaction mixture was heated to 50° C. for 16 hrs. After completion of the reaction, water was added to the reaction mixture and product was extracted with ethyl acetate. The combined organic layer was dried over Na2SO4 and evaporated to get the crude product which was purified using column purific... Run in CN(C)C=O (DMF). Reaction conditions: temperature 50 celsius. Starting materials: BrCCN1C(SCC1=O)=O (3-(2-bromoethyl)thiazolidine-2,4-dione), CNC (dimethyl amine), O (water). Yield: 23.8%. The reactants are CCOC(C)=O, CCCCCC, CCOc1cc2ncc(C#N)c(Cl)c2cc1[N+](=O)[O-], Nc1ccc(F)c(Cl)c1. The product is CCOc1cc2ncc(C#N)c(Nc3ccc(F)c(Cl)c3)c2cc1[N+](=O)[O-]. As a reaction SMILES: [CH3:29][CH2:30][O:31][C:32](=[O:33])[CH3:34].[CH3:35][CH2:36][CH2:37][CH2:38][CH2:39][CH3:40].[Cl:1][c:2]1[c:3]([C:18]#[N:19])[cH:4][n:5][c:6]2[cH:7][c:8]([O:15][CH2:16][CH3:17])[c:9]([N+:12](=[O:13])[O-:14])[cH:10][c:11]12.[Cl:20][c:21]1[cH:22][c:23]([NH2:24])[cH:25][cH:26][c:27]1[F:28]>>[c:2]1([NH:24][c:23]2[cH:22][c:21]([Cl:20])[c:27]([F:28])[cH:26][cH:25]2)[c:3]([C:18]#[N:19])[cH:4][n:5][c:6]2[cH:7][c:8]([O:15][CH2:16][CH3:17])[c:9]([N+:12](=[O:13])[O-:14])[cH:10][c:11]12.